From a dataset of the Open Reaction Database (ORD), a public repository of structured organic reaction records. describe an organic reaction: reactants, conditions, products, and yield Reactants: C([O-])(O)=O.[Na+] (sodium bicarbonate), BrCC(=O)OCC (ethyl bromoacetate), C1(=CC=CC=C1)C1=CC(NC(N1)=S)=O (6-phenyl-2-thiouracil), O (water). Run in C(C)O (ethanol). Yields the product C(C)OC(CSC1=NC(=CC(=N1)O)C1=CC=CC=C1)=O ((4-hydroxy-6-phenyl-2-pyrimidinylthio)acetic acid ethyl ester). RXN SMILES: C(=O)(O)[O-].[Na+].O.[C:7]1([C:13]2[NH:18][C:17](=[S:19])[NH:16][C:15](=[O:20])[CH:14]=2)[CH:12]=[CH:11][CH:10]=[CH:9][CH:8]=1.Br[CH2:22][C:23]([O:25][CH2:26][CH3:27])=[O:24]>C(O)C>[CH2:26]([O:25][C:23](=[O:24])[CH2:22][S:19][C:17]1[N:16]=[C:15]([OH:20])[CH:14]=[C:13]([C:7]2[CH:8]=[CH:9][CH:10]=[CH:11][CH:12]=2)[N:18]=1)[CH3:27] |f:0.1|. Procedure: To a stirred solution of 8.4 g of sodium bicarbonate in 450 ml. of water and 100 ml. of ethanol was added 20.4 g of 6-phenyl-2-thiouracil. The mixture was heated on a hot plate until a clear solution was obtained then 16.7 g of ethyl bromoacetate was added. A precipitate was deposited which was removed by filtration and washed with water. The dried product amounted to 28.1 g, mp. 214°-218°C. decomp. The analytical sample of (4-hydroxy-6-phenyl-2-pyrimidinylthio)acetic acid ethyl ester was obtain... Starting materials: S1C=2C(=CC1)C1=C(SC=C1)C2 (cyclopenta[1,2-b:4,3-b′]dithiophene), C(CCC)[Li] (n-butyllithium), O1CCCC1 (tetrahydrofuran), C(C=C)OC1=C(C=C(C=C1C(C)(C)C)C)[Si](C)(C)Cl ((2-allyloxy-3-tert-buyl-5-methylphenyl)chlorodimethylsilane). Run in C1(=CC=CC=C1)C (toluene). Conditions: time 4 hour. The product is C(C=C)OC1=C(C=C(C=C1C(C)(C)C)C)[Si](CC)(CC)C=1C=2SC=CC2C=2C1SCC2 ((2-allyloxy-3-tert-butyl-5-methylphenyl)(cyclopenta[1,2-b:4,3-b′]dithiophen-7-yl)diethylsilane). RXN SMILES: [S:1]1[CH2:5][CH:4]=[C:3]2[C:6]3[CH:10]=[CH:9][S:8][C:7]=3C=[C:2]12.[CH2:12]([Li])[CH2:13]CC.[CH2:17]([O:20][C:21]1[C:26]([C:27]([CH3:30])([CH3:29])[CH3:28])=[CH:25][C:24]([CH3:31])=[CH:23][C:22]=1[Si:32](Cl)([CH3:34])[CH3:33])[CH:18]=[CH2:19].O1CCC[CH2:37]1>C1(C)C=CC=CC=1>[CH2:17]([O:20][C:21]1[C:26]([C:27]([CH3:30])([CH3:29])[CH3:28])=[CH:25][C:24]([CH3:31])=[CH:23][C:22]=1[Si:32]([C:34]1[C:7]2[S:8][CH:9]=[CH:10][C:6]=2[C:3]2[C:2]=1[S:1][CH2:5][CH:4]=2)([CH2:12][CH3:13])[CH2:33][CH3:37])[CH:18]=[CH2:19]. Procedure: To a solution of cyclopenta[1,2-b:4,3-b′]dithiophene (0.50 g, 280 mmol) in tetrahydrofuran (25 mL) was added dropwise n-butyllithium (1.56 M, 1.88 mL, 2.94 mmol) at −78° C. and stirred at room temperature for 4 hours. The mixture was cooled to −78° C. and a solution of (2-allyloxy-3-tert-buyl-5-methylphenyl)chlorodimethylsilane (0.83 g, 2.80 mmol) in toluene (5 mL) was added dropwise thereto. The resulting reaction mixture was warmed to room temperature and stirred for 2 hours. After the solvent... Starting materials: CC(=O)O[BH-](OC(C)=O)OC(C)=O, CCOC(C)=O, CCc1nn2c(-c3c(C)cc(C)cc3OC)cccc2c1NCC1CC1, [Na+], [Na+], O=CC1CCOCC1, C1CCOC1, O=C([O-])O. Product: CCc1nn2c(-c3c(C)cc(C)cc3OC)cccc2c1N(CC1CCOCC1)CC1CC1. RXN SMILES: [C:35]([O:36][BH-:37]([O:38][C:39](=[O:40])[CH3:41])[O:42][C:43](=[O:44])[CH3:45])(=[O:46])[CH3:47].[CH3:59][CH2:60][O:61][C:62](=[O:63])[CH3:64].[CH:1]1([CH2:4][NH:5][c:6]2[c:7]([CH2:25][CH3:26])[n:8][n:9]3[c:10]2[cH:11][cH:12][cH:13][c:14]3-[c:15]2[c:16]([O:23][CH3:24])[cH:17][c:18]([CH3:22])[cH:19][c:20]2[CH3:21])[CH2:2][CH2:3]1.[Na+:48].[Na+:49].[O:27]1[CH2:28][CH2:29][CH:30]([CH:33]=[O:34])[CH2:31][CH2:32]1.[O:54]1[CH2:55][CH2:56][CH2:57][CH2:58]1.[OH:50][C:51](=[O:52])[O-:53]>>[CH:1]1([CH2:4][N:5]([c:6]2[c:7]([CH2:25][CH3:26])[n:8][n:9]3[c:10]2[cH:11][cH:12][cH:13][c:14]3-[c:15]2[c:16]([O:23][CH3:24])[cH:17][c:18]([CH3:22])[cH:19][c:20]2[CH3:21])[CH2:33][CH:30]2[CH2:29][CH2:28][O:27][CH2:32][CH2:31]2)[CH2:2][CH2:3]1. The reactants are C1(=CC=CC=C1)C1(CCNCCO1)C1=CC=CC=C1 (7,7-diphenyl-hexahydro-1,4-oxazepine), C(C)(C)N(CC)C(C)C (di-isopropyl-ethylamine), ClCC(=O)Cl (chloroactyl chloride). Solvent: C(Cl)Cl (methylene chloride), C(Cl)Cl (methylene chloride). Yields the product ClCC(=O)NN1CCOC(CC1)(C1=CC=CC=C1)C1=CC=CC=C1 (4-(2-chloroacetamido)-7,7-diphenyl-hexahydro-1,4-oxazepine). As a reaction SMILES: [C:1]1([C:7]2([C:14]3[CH:19]=[CH:18][CH:17]=[CH:16][CH:15]=3)[O:13][CH2:12][CH2:11][NH:10][CH2:9][CH2:8]2)[CH:6]=[CH:5][CH:4]=[CH:3][CH:2]=1.C([N:23](C(C)C)CC)(C)C.[Cl:29][CH2:30][C:31](Cl)=[O:32]>C(Cl)Cl>[Cl:29][CH2:30][C:31]([NH:23][N:10]1[CH2:9][CH2:8][C:7]([C:1]2[CH:2]=[CH:3][CH:4]=[CH:5][CH:6]=2)([C:14]2[CH:15]=[CH:16][CH:17]=[CH:18][CH:19]=2)[O:13][CH2:12][CH2:11]1)=[O:32]. Procedure details: To the solution of 4.5 g of 7,7-diphenyl-hexahydro-1,4-oxazepine and 2.65 g of di-isopropyl-ethylamine in 30 ml of methylene chloride, that of 2.21 g of chloroactyl chloride in 25 ml of methylene chloride is added dropwise while stirring and cooling with ice. After stirring for 30 minutes at 0°-5°, the mixture is washed twice with 10 ml of cold N hydrochloric acid and 10 ml of cold 10% aqueous sodium carbonate each, dried, filtered and evaporated. The residue is triturated with diethyl ether and... The reactants are Cc1[nH]c2c(Cl)nccc2c1C, Fc1ccc(CCl)cc1. Yields the product Cc1c(C)n(Cc2ccc(F)cc2)c2c(Cl)nccc12. Reaction SMILES: [Cl:1][c:2]1[n:3][cH:4][cH:5][c:6]2[c:7]1[nH:8][c:9]([CH3:12])[c:10]2[CH3:11].[F:13][c:14]1[cH:15][cH:16][c:17]([CH2:18][Cl:19])[cH:20][cH:21]1>>[Cl:1][c:2]1[n:3][cH:4][cH:5][c:6]2[c:7]1[n:8]([CH2:18][c:17]1[cH:16][cH:15][c:14]([F:13])[cH:21][cH:20]1)[c:9]([CH3:12])[c:10]2[CH3:11]. Starting materials: C1=C(C=CC2=CC=CC=C12)COC1CN(CCC1C1=CC=C(C=C1)CCC(C1=CC=CC=C1)=O)C(=O)OC(C)(C)C (tert-butyl (3RS,4RS)-3-(naphthalen-2-ylmethoxy)-4-[4-(3-oxo-3-phenyl-propyl)-phenyl]-piperidine-1-carboxylate), FC(C(=O)O)(F)F (trifluoroacetic acid). Solvent: C(Cl)Cl (methylene chloride). The product is FC(C(=O)O)(F)F.C1=C(C=CC2=CC=CC=C12)COC1CNCCC1C1=CC=C(C=C1)CCC(=O)C1=CC=CC=C1 ((3RS,4RS)-3-[4-(3-naphthalen-2-ylmethoxy-piperidin-4-yl)-phenyl]-1 -phenyl-propan-1-one trifluoroacetate). RXN SMILES: [CH:1]1[C:10]2[C:5](=[CH:6][CH:7]=[CH:8][CH:9]=2)[CH:4]=[CH:3][C:2]=1[CH2:11][O:12][CH:13]1[CH:18]([C:19]2[CH:24]=[CH:23][C:22]([CH2:25][CH2:26][C:27](=[O:34])[C:28]3[CH:33]=[CH:32][CH:31]=[CH:30][CH:29]=3)=[CH:21][CH:20]=2)[CH2:17][CH2:16][N:15](C(OC(C)(C)C)=O)[CH2:14]1.[F:42][C:43]([F:48])([F:47])[C:44]([OH:46])=[O:45]>C(Cl)Cl>[F:42][C:43]([F:48])([F:47])[C:44]([OH:46])=[O:45].[CH:1]1[C:10]2[C:5](=[CH:6][CH:7]=[CH:8][CH:9]=2)[CH:4]=[CH:3][C:2]=1[CH2:11][O:12][CH:13]1[CH:18]([C:19]2[CH:20]=[CH:21][C:22]([CH2:25][CH2:26][C:27]([C:28]3[CH:33]=[CH:32][CH:31]=[CH:30][CH:29]=3)=[O:34])=[CH:23][CH:24]=2)[CH2:17][CH2:16][NH:15][CH2:14]1 |f:3.4|. Procedure: In an analogous manner to that described in Example 22(l), starting from tert-butyl (3RS,4RS)-3-(naphthalen-2-ylmethoxy)-4-[4-(3-oxo-3-phenyl-propyl)-phenyl]-piperidine-1-carboxylate by cleavage of the BOC group using trifluoroacetic acid in methylene chloride there was obtained (3RS,4RS)-3-[4-(3-naphthalen-2-ylmethoxy-piperidin-4-yl)-phenyl]-1 -phenyl-propan-1-one trifluoroacetate as a white powder; MS: 450 (M+H)+. Reactants: CC(C)=O, CO, CCCCc1nc2c(N)nc3ccccc3c2n1CCCCON. The product is CCCCc1nc2c(N)nc3ccccc3c2n1CCCCON=C(C)C. RXN SMILES: [CH3:1][C:2]([CH3:3])=[O:4].[CH3:29][OH:30].[NH2:5][O:6][CH2:7][CH2:8][CH2:9][CH2:10][n:11]1[c:12]([CH2:25][CH2:26][CH2:27][CH3:28])[n:13][c:14]2[c:15]([NH2:24])[n:16][c:17]3[cH:18][cH:19][cH:20][cH:21][c:22]3[c:23]12>>[CH3:1][C:2]([CH3:3])=[N:5][O:6][CH2:7][CH2:8][CH2:9][CH2:10][n:11]1[c:12]([CH2:25][CH2:26][CH2:27][CH3:28])[n:13][c:14]2[c:15]([NH2:24])[n:16][c:17]3[cH:18][cH:19][cH:20][cH:21][c:22]3[c:23]12. The reactants are COC(C1=C(C(=CC(=C1)Br)C)N(CC=1C=NC=CC1)S(=O)(=O)C1=CC=C(C=C1)OC)=O (5-Bromo-2-[(4-methoxy-benzenesulfonyl)-pyridin-3-ylmethyl-amino]-3-methyl-benzoic acid methyl ester), C(C=C)N(C(C=C)=O)CC=C (N,N-diallylacrylamide). The product is COC(C1=C(C(=CC(=C1)C=CC(N(CC=C)CC=C)=O)C)N(CC=1C=NC=CC1)S(=O)(=O)C1=CC=C(C=C1)OC)=O (5-(2-Diallylcarbamoyl-vinyl)-2-[(4-methoxy-benzenesulfonyl)-pyridin-3-ylmethyl-amino]-3-methyl-benzoic acid methyl ester). Isolated yield 53.7%. As a reaction SMILES: [CH3:1][O:2][C:3](=[O:31])[C:4]1[CH:9]=[C:8](Br)[CH:7]=[C:6]([CH3:11])[C:5]=1[N:12]([S:20]([C:23]1[CH:28]=[CH:27][C:26]([O:29][CH3:30])=[CH:25][CH:24]=1)(=[O:22])=[O:21])[CH2:13][C:14]1[CH:15]=[N:16][CH:17]=[CH:18][CH:19]=1.[CH2:32]([N:35]([CH2:40][CH:41]=[CH2:42])[C:36](=[O:39])[CH:37]=[CH2:38])[CH:33]=[CH2:34]>>[CH3:1][O:2][C:3](=[O:31])[C:4]1[CH:9]=[C:8]([CH:38]=[CH:37][C:36](=[O:39])[N:35]([CH2:32][CH:33]=[CH2:34])[CH2:40][CH:41]=[CH2:42])[CH:7]=[C:6]([CH3:11])[C:5]=1[N:12]([S:20]([C:23]1[CH:28]=[CH:27][C:26]([O:29][CH3:30])=[CH:25][CH:24]=1)(=[O:22])=[O:21])[CH2:13][C:14]1[CH:15]=[N:16][CH:17]=[CH:18][CH:19]=1. Procedure details: In the same manner as described in Example 203, 550.4 mg (1.0 mmol) of the product of Example 89 and 453.6 mg (3.0 mmol) of N,N-diallylacrylamide provided 309 mg (53%) of the desired product as a yellow gum. Electrospray Mass Spec 576(M+H). Reactants: NC=1C2=C(N=CN1)OC(=C2C2=CC=CC=C2)Br (4-amino-5-phenyl-6-bromofuro-[2,3-d]pyrimidine), C=1(C(=CC=CC1)S(=O)(=O)OC[C@H]1OCCC1)C (2-(S)-(toluenesulfonyloxymethyl)-tetrahydrofuran), [OH-].[Na+] (sodium hydroxide). Solvent: CN(C=O)C (dimethyl formamide). Reaction conditions: temperature 120 celsius, time 2 hour. Product: O1[C@@H](CCC1)CNC=1C2=C(N=CN1)OC(=C2C2=CC=CC=C2)Br (4-(2-(S)-Tetrahydrofuranyl)methylamino-5-phenyl-6-bromofuro-[2,3-d]pyrimidine). Isolated yield 37.7%. As a reaction SMILES: [NH2:1][C:2]1[C:3]2[C:10]([C:11]3[CH:16]=[CH:15][CH:14]=[CH:13][CH:12]=3)=[C:9]([Br:17])[O:8][C:4]=2[N:5]=[CH:6][N:7]=1.C1(C)C(S(O[CH2:28][C@@H:29]2[CH2:33][CH2:32][CH2:31][O:30]2)(=O)=O)=CC=CC=1.[OH-].[Na+]>CN(C)C=O>[O:30]1[CH2:31][CH2:32][CH2:33][C@H:29]1[CH2:28][NH:1][C:2]1[C:3]2[C:10]([C:11]3[CH:16]=[CH:15][CH:14]=[CH:13][CH:12]=3)=[C:9]([Br:17])[O:8][C:4]=2[N:5]=[CH:6][N:7]=1 |f:2.3|. Procedure details: To a solution of 4-amino-5-phenyl-6-bromofuro-[2,3-d]pyrimidine (0.99 g, 3.4 mmol) in dimethyl formamide (10 mL) was added 2-(S)-(toluenesulfonyloxymethyl)-tetrahydrofuran (0.88 g, 3.4 mmol) and sodium hydroxide powder (0.15 g, 3.8 mmol). The resulting mixture was stirred at 120° C. for 2 h. The mixture was then partitioned between ethyl acetate and water and the organic layer washed with brine, dried over magnesium sulfate and concentrated under reduced pressure. The crude solid was purified by... Starting materials: CI CH4, ( s ), NC1=NC(=C2N=CN(C2=N1)[C@@H]1CC=C(C1)CO)Cl ((4R)-4-(2-Amino-6-chloro-9H-purin-9-yl)1-cyclopentene-1-methanol), C[N+]1(CCOCC1)[O-] (N-methylmorpholine N-oxide), C(C)(C)(C)O (t-butyl alcohol), O (water). The reagents and catalysts are [Os](=O)(=O)(=O)=O (osmium tetroxide). Yields the product NC1=NC(=C2N=CN(C2=N1)[C@H]1C[C@]([C@H](C1)O)(O)CO)Cl ((1S,2S,4R)-4-(2-Amino-6-chloro-9H-purin-9-yl)-2-(hydroxymethyl)-1,2-cyclopentanediol). Reaction SMILES: [NH2:1][C:2]1[N:10]=[C:9]2[C:5]([N:6]=[CH:7][N:8]2[C@H:11]2[CH2:15][C:14]([CH2:16][OH:17])=[CH:13][CH2:12]2)=[C:4]([Cl:18])[N:3]=1.C[N+]1([O-])CC[O:23]CC1.C(O)(C)(C)C.[OH2:32]>[Os](=O)(=O)(=O)=O>[NH2:1][C:2]1[N:10]=[C:9]2[C:5]([N:6]=[CH:7][N:8]2[C@@H:11]2[CH2:12][C@H:13]([OH:32])[C@:14]([CH2:16][OH:17])([OH:23])[CH2:15]2)=[C:4]([Cl:18])[N:3]=1. Reported procedure: (4R)-4-(2-Amino-6-chloro-9H-purin-9-yl)1-cyclopentene-1-methanol (Part b, 501 mg, 1.89 mmol), N-methylmorpholine N-oxide (60% aqueous solution, Aldrich, 0.33 mL 1.89 mmol), osmium tetroxide (2.5% in t-butyl alcohol Aldrich, 0.47 mL), and t-butyl alcohol (12 mL) were heated at 60° C. for 1.5 hours. Volatiles were evaporated and the residual solids were chromatographed on silica gel. Title compound was eluted with 10% methanol chloroform as tan solid (210 mg) and resolidified from absolute ethanol...